Dataset: the Open Reaction Database (ORD), a public repository of structured organic reaction records. Task: describe an organic reaction: reactants, conditions, products, and yield Starting materials: C=1(O)C(O)=CC=CC1 (catechol), C/C(=C/C(=O)C)/O.C/C(=C/C(=O)C)/O.C/C(=C/C(=O)C)/O.[V] (vanadium(III) acetylacetonate). The solvent is C=1(C(=CC=CC1)C)C (xylene). Run at temperature 100 celsius. Product: C=1([O-])C([O-])=CC=CC1.[V+5].C=1([O-])C([O-])=CC=CC1.C=1([O-])C([O-])=CC=CC1.C=1([O-])C([O-])=CC=CC1.C=1([O-])C([O-])=CC=CC1.[V+5] (Vanadium Catecholate). Reaction SMILES: [C:1]1([C:3](=[CH:5][CH:6]=[CH:7][CH:8]=1)[OH:4])[OH:2].C/C(/O)=C/C(C)=O.C/C(/O)=C/C(C)=O.C/C(/O)=C/C(C)=O.[V:30]>C1(C)C(C)=CC=CC=1>[C:1]1([C:3](=[CH:5][CH:6]=[CH:7][CH:8]=1)[O-:4])[O-:2].[V+5:30].[C:1]1([C:3](=[CH:5][CH:6]=[CH:7][CH:8]=1)[O-:4])[O-:2].[C:1]1([C:3](=[CH:5][CH:6]=[CH:7][CH:8]=1)[O-:4])[O-:2].[C:1]1([C:3](=[CH:5][CH:6]=[CH:7][CH:8]=1)[O-:4])[O-:2].[C:1]1([C:3](=[CH:5][CH:6]=[CH:7][CH:8]=1)[O-:4])[O-:2].[V+5:30] |f:1.2.3.4,6.7.8.9.10.11.12|. Procedure: A solution of catechol (3.30 g, 30 mmol) and xylene (45 ml) was dehydrated by distilling 5 mL of the solution. Thereafter, 6.97 g (20 mmol) of vanadium(III) acetylacetonate was added to the solution while stirring. The mixed solution was refluxed for 1 hour, and then, while the distillation temperature was 132° C. or higher, distilled until the amount of the solution became half. After the distillation, solid content of the product was isolated by suction filtering using a membrane suction filte... Solvent: C(Cl)(Cl)(Cl)Cl (CCl4). RXN SMILES: [Cl:1][C:2]1[CH:3]=[CH:4][C:5]2[O:9][C:8]([CH3:10])=[N:7][C:6]=2[CH:11]=1.[Br:12]N1C(=O)CCC1=O.C(OOC(=O)C1C=CC=CC=1)(=O)C1C=CC=CC=1>C(Cl)(Cl)(Cl)Cl>[Cl:1][C:2]1[CH:3]=[CH:4][C:5]2[O:9][C:8]([CH2:10][Br:12])=[N:7][C:6]=2[CH:11]=1. Product: ClC=1C=CC2=C(N=C(O2)CBr)C1 (5-chloro-2-bromomethyl-benzoxazole). Reactants: ClC=1C=CC2=C(N=C(O2)C)C1 (5-chloro-2-methylbenzoxazole), BrN1C(CCC1=O)=O (N-bromo-succinimide), C(C1=CC=CC=C1)(=O)OOC(C1=CC=CC=C1)=O (benzoyl peroxide). Reported procedure: A solution of the benzoxazole (1.3 g) (Step 2) in CCl4 (15 mL) was treated with N-bromo-succinimide (NBS) (1.5 g) and benzoyl peroxide (38 mg) at reflux using a U.V. lamp for 24 hours. Filtration, evaporation, and flash chromatography of the residue using 1:1 hexane/toluene afforded the title compound which was used as such for the next step. Run at time 24 hour. The reactants are O=C(O)C(F)(F)F, O=S(=O)(c1ccc2[nH]ncc2c1)C1CCNC1, O=CCCCc1ccccc1. The product is O=S(=O)(c1ccc2[nH]ncc2c1)C1CCN(CCCCc2ccccc2)C1. As a reaction SMILES: [F:1][C:2]([F:3])([F:4])[C:5]([OH:6])=[O:7].[NH:8]1[CH2:9][CH:10]([S:13](=[O:14])(=[O:15])[c:16]2[cH:17][c:18]3[cH:19][n:20][nH:21][c:22]3[cH:23][cH:24]2)[CH2:11][CH2:12]1.[c:25]1([CH2:31][CH2:32][CH2:33][CH:34]=[O:35])[cH:26][cH:27][cH:28][cH:29][cH:30]1>>[N:8]1([CH2:34][CH2:33][CH2:32][CH2:31][c:25]2[cH:26][cH:27][cH:28][cH:29][cH:30]2)[CH2:9][CH:10]([S:13](=[O:14])(=[O:15])[c:16]2[cH:17][c:18]3[cH:19][n:20][nH:21][c:22]3[cH:23][cH:24]2)[CH2:11][CH2:12]1. Procedure details: Under cooling (0° C.), diethyl methylmalonate ([609-08-5], 1.175 g, 7 mmol) was added to a suspension of NaH (60% in mineral oil, 325 mg, 8 mmol) in diethyl ether (30 ml). After 3 h at r.t, the solvent was evaporated and the residue was dissolved in DMF (20 ml). To this solution, triphenylvinylphosphonium bromide ([5044-52-0], 3.00 g, 8 mmol) and benzaldehyde ([100-52-7], 860 mg, 8 mmol) were added. The reaction mixture was stirred at 100° C. overnight, and was then taken up in ethyl acetate, wa... The reactants are CC(C(=O)OCC)C(=O)OCC (diethyl methylmalonate), [H-].[Na+] (NaH), [Br-].C1(=CC=CC=C1)C(=C(C1=CC=CC=C1)C1=CC=CC=C1)[PH3+] (triphenylvinylphosphonium bromide), C(C1=CC=CC=C1)=O (benzaldehyde). RXN SMILES: [CH3:1][CH:2]([C:8]([O:10][CH2:11][CH3:12])=[O:9])[C:3]([O:5][CH2:6][CH3:7])=[O:4].[H-].[Na+].[Br-].[C:16]1([C:22]([PH3+])=[C:23](C2C=CC=CC=2)C2C=CC=CC=2)[CH:21]=[CH:20][CH:19]=[CH:18][CH:17]=1.[CH:37](=O)C1C=CC=CC=1>C(OCC)C.C(OCC)(=O)C>[CH2:11]([O:10][C:8](=[O:9])[C:2]([CH3:37])([CH2:1][CH:23]=[CH:22][C:16]1[CH:21]=[CH:20][CH:19]=[CH:18][CH:17]=1)[C:3]([O:5][CH2:6][CH3:7])=[O:4])[CH3:12] |f:1.2,3.4|. Solvent: C(C)OCC (diethyl ether), C(C)(=O)OCC (ethyl acetate). The product is C(C)OC(C(C(=O)OCC)(CC=CC1=CC=CC=C1)C)=O (2-methyl-2-(3-phenyl-allyl)-malonic acid diethyl ester). Run at temperature 100 celsius, time 3 hour. Starting materials: COC=1C=C(C(=O)OCC)C=CC1OC[C@H]1NCCC1 (ethyl (S)-3-methoxy-4-(2-pyrrolidinylmethoxy)benzoate), pentafluorphenyl ester, COC=1C=C(C=CC1NC(=O)NC1=C(C=CC=C1)C)CC(=O)O (3-methoxy-4-[N′-(2-methylphenyl) ureido]phenylacetic acid). Run in CN(C)C=O (DMF), CCOC(=O)C (EtOAc). Reaction conditions: time 8 hour. Product: COC=1C=C(C(=O)OCC)C=CC1OC[C@H]1N(CCC1)C(CC1=CC(=C(C=C1)NC(=O)NC1=C(C=CC=C1)C)OC)=O (ethyl (S)-3-methoxy-4-[1-[3-methoxy-4-[N′-(2-methylphenyl)ureido]phenyl acetyl]-2-pyrrolidinyl methoxy]benzoate). Yield: 94.9%. As a reaction SMILES: [CH3:1][O:2][C:3]1[CH:4]=[C:5]([CH:11]=[CH:12][C:13]=1[O:14][CH2:15][C@@H:16]1[CH2:20][CH2:19][CH2:18][NH:17]1)[C:6]([O:8][CH2:9][CH3:10])=[O:7].[CH3:21][O:22][C:23]1[CH:24]=[C:25]([CH2:40][C:41](O)=[O:42])[CH:26]=[CH:27][C:28]=1[NH:29][C:30]([NH:32][C:33]1[CH:38]=[CH:37][CH:36]=[CH:35][C:34]=1[CH3:39])=[O:31]>CN(C=O)C.CCOC(C)=O>[CH3:1][O:2][C:3]1[CH:4]=[C:5]([CH:11]=[CH:12][C:13]=1[O:14][CH2:15][C@@H:16]1[CH2:20][CH2:19][CH2:18][N:17]1[C:41](=[O:42])[CH2:40][C:25]1[CH:26]=[CH:27][C:28]([NH:29][C:30]([NH:32][C:33]2[CH:38]=[CH:37][CH:36]=[CH:35][C:34]=2[CH3:39])=[O:31])=[C:23]([O:22][CH3:21])[CH:24]=1)[C:6]([O:8][CH2:9][CH3:10])=[O:7]. Procedure details: To a stirred solution of ethyl (S)-3-methoxy-4-(2-pyrrolidinylmethoxy)benzoate (424 mg, 1.52 mmol) in DMF (8 mL) was added pentafluorphenyl ester of 3-methoxy-4-[N′-(2-methylphenyl) ureido]phenylacetic acid (728 mg, 1.52 mmol) and Et3 N (0.26 mL, 1.87 mmol). And the resulting mixture was stirred at room temp overnight. The mixture was diluted with EtOAc, washed with 1 N HCl, sat. NaHCO3, brine, and dried over MgSO4. The solvent was evaporated off in vacuo and the residue was purified by column c...